From a dataset of the Open Reaction Database (ORD), a public repository of structured organic reaction records. describe an organic reaction: reactants, conditions, products, and yield RXN SMILES: [CH:20]1([S:23](=[O:24])(=[O:25])[Cl:26])[CH2:21][CH2:22]1.[NH2:1][c:2]1[c:3]([NH:11][c:12]2[c:13]([F:19])[cH:14][c:15]([Br:18])[cH:16][cH:17]2)[c:4]([Cl:10])[c:5](=[O:9])[n:6]([CH3:8])[cH:7]1.[OH2:27].[cH:28]1[cH:29][cH:30][n:31][cH:32][cH:33]1>>[NH:1]([c:2]1[c:3]([NH:11][c:12]2[c:13]([F:19])[cH:14][c:15]([Br:18])[cH:16][cH:17]2)[c:4]([Cl:10])[c:5](=[O:9])[n:6]([CH3:8])[cH:7]1)[S:23]([CH:20]1[CH2:21][CH2:22]1)(=[O:24])=[O:25]. Product: Cn1cc(NS(=O)(=O)C2CC2)c(Nc2ccc(Br)cc2F)c(Cl)c1=O. Reactants: O=S(=O)(Cl)C1CC1, Cn1cc(N)c(Nc2ccc(Br)cc2F)c(Cl)c1=O, O, c1ccncc1. Reactants: ClC=1C=C(C(=O)Cl)C=CC1F (3-Chloro-4-fluorobenzoyl chloride), CNC=1C=NC=CC1C1=C(C=CC=C1)C (methyl-(4-o-tolyl-pyridin-3-yl)-amine), CCN(C(C)C)C(C)C (DIPEA). Run in C(Cl)Cl (CH2Cl2). Conditions: time 8 hour. Yields the product ClC=1C=C(C(=O)N(C=2C=NC=CC2C2=C(C=CC=C2)C)C)C=CC1F (3-Chloro-4-fluoro-N-methyl-N-(4-o-tolyl-pyridin-3-yl)-benzamide). Isolated yield 29.0%. RXN SMILES: [Cl:1][C:2]1[CH:3]=[C:4]([CH:8]=[CH:9][C:10]=1[F:11])[C:5](Cl)=[O:6].[CH3:12][NH:13][C:14]1[CH:15]=[N:16][CH:17]=[CH:18][C:19]=1[C:20]1[CH:25]=[CH:24][CH:23]=[CH:22][C:21]=1[CH3:26].CCN(C(C)C)C(C)C>C(Cl)Cl>[Cl:1][C:2]1[CH:3]=[C:4]([CH:8]=[CH:9][C:10]=1[F:11])[C:5]([N:13]([CH3:12])[C:14]1[CH:15]=[N:16][CH:17]=[CH:18][C:19]=1[C:20]1[CH:25]=[CH:24][CH:23]=[CH:22][C:21]=1[CH3:26])=[O:6]. Reported procedure: 3-Chloro-4-fluorobenzoyl chloride (60 mg, 0.31 mmol, CAS RN 65055-17-6) was added to a solution of methyl-(4-o-tolyl-pyridin-3-yl)-amine (45 mg, 0.23 mmol, example 1, intermediate a) and DIPEA (79 μL, 0.45 mmol) in CH2Cl2 (1 mL). The reaction mixture was stirred overnight and then loaded directly onto a silica gel column and eluted with 50% EtOAc in n-hexane to yield the product as a waxy solid (23 mg, 29%). MS (ESI): m/z=355.0 [M+H]+. The reactants are CN1N=CC(=C1)N (1-methyl-1H-pyrazol-4-amine), [Si](C)(C)(C(C)(C)C)OC[C@H](C1=CC(=C(C=C1)Cl)F)N1C(C=C(C=C1)C1=NC(=NC=C1)S(=O)(=O)C)=O ((S)-1-(2-(tert-butyldimethylsilyloxy)-1-(4-chloro-3-fluorophenyl)ethyl)-4-(2-(methylsulfonyl)pyrimidin-4-yl)pyridin-2(1H)-one). Solvent: C(C)(CC)O (sec-BuOH). The product is ClC1=C(C=C(C=C1)[C@@H](CO)N1C(C=C(C=C1)C1=NC(=NC=C1)NC=1C=NN(C1)C)=O)F ((S)-1-(1-(4-chloro-3-fluorophenyl)-2-hydroxyethyl)-4-(2-((1-methyl-1H-pyrazol-4-yl)amino)pyrimidin-4-yl)pyridin-2(1H)-one). Yield: 26.8%. Reaction SMILES: [CH3:1][N:2]1[CH:6]=[C:5]([NH2:7])[CH:4]=[N:3]1.[Si]([O:15][CH2:16][C@@H:17]([N:26]1[CH:31]=[CH:30][C:29]([C:32]2[CH:37]=[CH:36][N:35]=[C:34](S(C)(=O)=O)[N:33]=2)=[CH:28][C:27]1=[O:42])[C:18]1[CH:23]=[CH:22][C:21]([Cl:24])=[C:20]([F:25])[CH:19]=1)(C(C)(C)C)(C)C>C(O)(CC)C>[Cl:24][C:21]1[CH:22]=[CH:23][C:18]([C@H:17]([N:26]2[CH:31]=[CH:30][C:29]([C:32]3[CH:37]=[CH:36][N:35]=[C:34]([NH:7][C:5]4[CH:4]=[N:3][N:2]([CH3:1])[CH:6]=4)[N:33]=3)=[CH:28][C:27]2=[O:42])[CH2:16][OH:15])=[CH:19][C:20]=1[F:25]. Procedure: A solution of 1-methyl-1H-pyrazol-4-amine (0.054 g, 0.56 mmol) and (S)-1-(2-(tert-butyldimethylsilyloxy)-1-(4-chloro-3-fluorophenyl)ethyl)-4-(2-(methylsulfonyl)pyrimidin-4-yl)pyridin-2(1H)-one (0.060 g, 0.11 mmol) in sec-BuOH (1 mL) was heated to 120° C. in a microwave reactor for 2 hours. The reaction mixture was cooled to room temperature and concentrated. The residue was diluted with ethyl acetate and washed with H2O (2×). The organic layer was dried, filtered and concentrated. The crude prod... The reactants are C1(=CC=CC=C1)P(C1=CC=CC=C1)C1=CC=CC=C1 (triphenylphosphine), OC1=CC=C(C(=O)OC)C=C1 (methyl 4-hydroxybenzoate), N(=NC(=O)OCC)C(=O)OCC (diethyl azodicarboxylate), CC1(OC2=CC=C(C=C2C(C1)(C)C)C(CO)CCCCC)C ((RS)-2-(2,2,4,4-tetramethyl-chroman-6-yl)-heptanol). Run in C1CCOC1 (THF), CCOCC (ether). Yields the product CC1(OC2=CC=C(C=C2C(C1)(C)C)C(COC1=CC=C(C(=O)OC)C=C1)CCCCC)C ((RS)-methyl 4-[2-(2,2,4,4-tetramethyl-chroman-6-yl)-heptyloxy]-benzoate). The yield is 76.4%. RXN SMILES: [CH3:1][C:2]1([CH3:22])[CH2:11][C:10]([CH3:13])([CH3:12])[C:9]2[C:4](=[CH:5][CH:6]=[C:7]([CH:14]([CH2:17][CH2:18][CH2:19][CH2:20][CH3:21])[CH2:15][OH:16])[CH:8]=2)[O:3]1.C1(P(C2C=CC=CC=2)C2C=CC=CC=2)C=CC=CC=1.O[C:43]1[CH:52]=[CH:51][C:46]([C:47]([O:49][CH3:50])=[O:48])=[CH:45][CH:44]=1.N(C(OCC)=O)=NC(OCC)=O>C1COCC1.CCOCC>[CH3:1][C:2]1([CH3:22])[CH2:11][C:10]([CH3:12])([CH3:13])[C:9]2[C:4](=[CH:5][CH:6]=[C:7]([CH:14]([CH2:17][CH2:18][CH2:19][CH2:20][CH3:21])[CH2:15][O:16][C:43]3[CH:52]=[CH:51][C:46]([C:47]([O:49][CH3:50])=[O:48])=[CH:45][CH:44]=3)[CH:8]=2)[O:3]1. Procedure details: 0.5 g of (RS)-2-(2,2,4,4-tetramethyl-chroman-6-yl)-heptanol dissolved in 35 ml THF were treated with 480 mg of triphenylphosphine, 275 mg of methyl 4-hydroxybenzoate and 0.28 ml of diethyl azodicarboxylate. The reaction mixture was heated to reflux for 6 hours. The mixture was diluted with 100 ml of ether and washed with two portions of 30 ml of water and one portion of 30 ml of sat. aq. sodium chloride solution. The organic phase was dried over MgSO4. The solvents were removed in vacuo and the ... The reactants are BrCC(=O)OC(C)(C)C (t-butyl bromoacetate), O(C1=CC=CC=C1)C=1C=C(C=CC1)CN1C2=CC=CC(=C2C=2C(=CC=CC12)O)C(N)=O (9-[(3-phenoxyphenyl)methyl]-4-hydroxy-5-carbamoyl carbazole), resultant mixture. The solvent is C(C)(=O)OCC (ethyl acetate), CN(C)C=O (DMF). Reaction conditions: time 3 minute. Product: O(C1=CC=CC=C1)C=1C=C(C=CC1)CN1C2=CC=CC(=C2C=2C(=CC=CC12)OCC(=O)OC(C)(C)C)C(N)=O ({9-[(3-phenoxyphenyl)methyl]-5-carbamoylcarbazol-4-yl}oxyacetic acid, tert-butyl ester). The yield is 65.3%. As a reaction SMILES: [O:1]([C:8]1[CH:9]=[C:10]([CH2:14][N:15]2[C:27]3[CH:26]=[CH:25][CH:24]=[C:23]([OH:28])[C:22]=3[C:21]3[C:16]2=[CH:17][CH:18]=[CH:19][C:20]=3[C:29](=[O:31])[NH2:30])[CH:11]=[CH:12][CH:13]=1)[C:2]1[CH:7]=[CH:6][CH:5]=[CH:4][CH:3]=1.Br[CH2:33][C:34]([O:36][C:37]([CH3:40])([CH3:39])[CH3:38])=[O:35]>CN(C=O)C.C(OCC)(=O)C>[O:1]([C:8]1[CH:9]=[C:10]([CH2:14][N:15]2[C:27]3[CH:26]=[CH:25][CH:24]=[C:23]([O:28][CH2:33][C:34]([O:36][C:37]([CH3:40])([CH3:39])[CH3:38])=[O:35])[C:22]=3[C:21]3[C:16]2=[CH:17][CH:18]=[CH:19][C:20]=3[C:29](=[O:31])[NH2:30])[CH:11]=[CH:12][CH:13]=1)[C:2]1[CH:7]=[CH:6][CH:5]=[CH:4][CH:3]=1. Procedure: 40% Methanolic Triton B (0.054 mL, 0.12 mM) was added to a solution of the 9-[(3-phenoxyphenyl)methyl]-4-hydroxy-5-carbamoyl carbazole (39.5 mg, 0.10 mM) in 3 mL DMF at room temperature. After 3 minutes, t-butyl bromoacetate (54.8 mg, 0.27 mM) was added and the resultant mixture stirred at room temperature for 5 hours. The mixture was diluted with ethyl acetate, washed four times with H2O, once with saturated brine, dried over magnesium sulfate, filtered, and concentrated. The residue was purifi...